Dataset: the Open Reaction Database (ORD), a public repository of structured organic reaction records. Task: describe an organic reaction: reactants, conditions, products, and yield Starting materials: BrC1=CC=C(C(=O)C2=CC=CC=C2)C=C1 (4-bromobenzophenone), Cl.O(C)N (methoxylamine hydrochloride). The solvent is C(C)O (ethanol), N1=CC=CC=C1 (pyridine). Product: CON=C(C1=CC=CC=C1)C1=CC=C(C=C1)Br ((4-bromophenyl)(phenyl)methanone O-methyloxime). Yield: 93.1%. Reaction SMILES: [Br:1][C:2]1[CH:15]=[CH:14][C:5]([C:6]([C:8]2[CH:13]=[CH:12][CH:11]=[CH:10][CH:9]=2)=O)=[CH:4][CH:3]=1.Cl.[O:17]([NH2:19])[CH3:18]>C(O)C.N1C=CC=CC=1>[CH3:18][O:17][N:19]=[C:6]([C:5]1[CH:14]=[CH:15][C:2]([Br:1])=[CH:3][CH:4]=1)[C:8]1[CH:13]=[CH:12][CH:11]=[CH:10][CH:9]=1 |f:1.2|. Procedure details: A mixture of 4-bromobenzophenone (3.02 g, 0.0116 mol) and methoxylamine hydrochloride (4.83 g, 0.0578 mol) was heated in a mixture of ethanol (90 mL) and pyridine (18 mL) at reflux for 2 hours under an atmosphere of nitrogen. The solvents were removed under reduced pressure and the residue was partitioned between water (150 mL) and dichloromethane (100 mL). The water phase was further extracted twice with dichloromethane (80 mL each) and the combined organic extracts were dried over magnesium su... Reactants: CCOC(=O)C(Cc1ccc(O)c(C(C)(C)C)c1)OCC, O=C([O-])[O-], CS(=O)(=O)OCCc1ccc(OS(C)(=O)=O)cc1, CCC(C)=O, [K+], [K+]. Yields the product CCOC(=O)C(Cc1ccc(OCCc2ccc(OS(C)(=O)=O)cc2)c(C(C)(C)C)c1)OCC. RXN SMILES: [C:1]([CH3:2])([CH3:3])([CH3:4])[c:5]1[cH:6][c:7]([CH2:12][CH:13]([C:14](=[O:15])[O:16][CH2:17][CH3:18])[O:19][CH2:20][CH3:21])[cH:8][cH:9][c:10]1[OH:11].[C:40](=[O:41])([O-:42])[O-:43].[CH3:22][S:23](=[O:24])(=[O:25])[O:26][c:27]1[cH:28][cH:29][c:30]([CH2:33][CH2:34][O:35][S:36]([CH3:37])(=[O:38])=[O:39])[cH:31][cH:32]1.[CH3:46][C:47](=[O:48])[CH2:49][CH3:50].[K+:44].[K+:45]>>[C:1]([CH3:2])([CH3:3])([CH3:4])[c:5]1[cH:6][c:7]([CH2:12][CH:13]([C:14](=[O:15])[O:16][CH2:17][CH3:18])[O:19][CH2:20][CH3:21])[cH:8][cH:9][c:10]1[O:11][CH2:34][CH2:33][c:30]1[cH:29][cH:28][c:27]([O:26][S:23]([CH3:22])(=[O:24])=[O:25])[cH:32][cH:31]1. The reactants are ClC1=NC(=NC(=C1)Cl)N1N=C(C=C1C)C (4,6-dichloro-2-(3,5-dimethyl-pyrazol-1-yl)-pyrimidine), NC1CC2=CC=CC=C2C1 (2-aminoindan). The product is ClC1=CC(=NC(=N1)N1N=C(C=C1C)C)NC1CC2=CC=CC=C2C1 ([6-Chloro-2-(3,5-dimethyl-pyrazol-1-yl)-pyrimidin-4-yl]-indan-2-yl-amine). RXN SMILES: Cl[C:2]1[CH:7]=[C:6]([Cl:8])[N:5]=[C:4]([N:9]2[C:13]([CH3:14])=[CH:12][C:11]([CH3:15])=[N:10]2)[N:3]=1.[NH2:16][CH:17]1[CH2:25][C:24]2[C:19](=[CH:20][CH:21]=[CH:22][CH:23]=2)[CH2:18]1>>[Cl:8][C:6]1[N:5]=[C:4]([N:9]2[C:13]([CH3:14])=[CH:12][C:11]([CH3:15])=[N:10]2)[N:3]=[C:2]([NH:16][CH:17]2[CH2:25][C:24]3[C:19](=[CH:20][CH:21]=[CH:22][CH:23]=3)[CH2:18]2)[CH:7]=1. Reported procedure: Was prepared according to example 3 from 4,6-dichloro-2-(3,5-dimethyl-pyrazol-1-yl)-pyrimidine and 2-aminoindan. Starting materials: C(CCC)OC(C(NC(=O)OC(C)(C)C)OC(C)=O)=O (N-t-butoxycarbonyl-2-acetoxyglycine n-butyl ester), C1(=CC=CC=C1)[Li] (phenyl lithium), CCOCC (ether). Run in O (water), benzene-ether. Reaction conditions: time 2 hour. The product is C(CCC)OC(C(NC(=O)OC(C)(C)C)C1=CC=CC=C1)=O (N-t-Butoxycarbonyl-2-phenylglycine n-butyl ester). As a reaction SMILES: [C:1]1([Li])[CH:6]=[CH:5][CH:4]=[CH:3][CH:2]=1.[CH2:8]([O:12][C:13](=[O:27])[CH:14](OC(=O)C)[NH:15][C:16]([O:18][C:19]([CH3:22])([CH3:21])[CH3:20])=[O:17])[CH2:9][CH2:10][CH3:11].CCOCC>O>[CH2:8]([O:12][C:13](=[O:27])[CH:14]([C:1]1[CH:6]=[CH:5][CH:4]=[CH:3][CH:2]=1)[NH:15][C:16]([O:18][C:19]([CH3:22])([CH3:21])[CH3:20])=[O:17])[CH2:9][CH2:10][CH3:11]. Procedure details: A solution containing 2.4 mmol. of phenyl lithium in benzene-ether was added dropwise at -78° under argon to a solution of 700 mg. (2.4 mmol.) of N-t-butoxycarbonyl-2-acetoxyglycine n-butyl ester in 15 ml. of dry ether. The mixture was stirred for 2 hours at -78°, then for 1 hour at 25°. The mixture was diluted with water, the layers were separated and the ether layer was washed with water, dried (Na2SO4) and concentrated in vacuo. The residue was chromatographed on silica gel with methylene chl...